From a dataset of the Open Reaction Database (ORD), a public repository of structured organic reaction records. describe an organic reaction: reactants, conditions, products, and yield Reactants: ClCCCl, Cc1ccc(C(=O)c2sc(N)nc2-c2ccco2)cn1, Cl, CN(C)C=O, O, O, O=C(O)c1ccncc1, On1nnc2ccccc21. The product is Cc1ccc(C(=O)c2sc(NC(=O)c3ccncc3)nc2-c2ccco2)cn1. RXN SMILES: [CH2:30]([Cl:31])[CH2:32][Cl:33].[CH3:1][c:2]1[n:3][cH:4][c:5]([C:8](=[O:9])[c:10]2[c:11](-[c:16]3[o:17][cH:18][cH:19][cH:20]3)[n:12][c:13]([NH2:15])[s:14]2)[cH:6][cH:7]1.[ClH:34].[O:46]=[CH:47][N:48]([CH3:49])[CH3:50].[OH2:35].[OH2:51].[OH:21][C:22](=[O:23])[c:24]1[cH:25][cH:26][n:27][cH:28][cH:29]1.[OH:36][n:37]1[c:38]2[cH:39][cH:40][cH:41][cH:42][c:43]2[n:44][n:45]1>>[CH3:1][c:2]1[n:3][cH:4][c:5]([C:8](=[O:9])[c:10]2[c:11](-[c:16]3[o:17][cH:18][cH:19][cH:20]3)[n:12][c:13]([NH:15][C:22](=[O:21])[c:24]3[cH:25][cH:26][n:27][cH:28][cH:29]3)[s:14]2)[cH:6][cH:7]1. Procedure: 40% Methylamine in water (0.847 mL, 9.78 mmol) was added slowly over 5 minutes at 0° C. to a solution of methyl 4,6-dichloronicotinate (0.40 g, 1.94 mmol) in MeCN (6 mL). The solution was stirred at 0° C. for 30 minutes then at room temperature for 2 hours. The reaction mixture was concentrated in vacuo onto silica gel. Gradient chromatography, eluting with 5% EtOAc:c-Hex over 5 column volume and 5-50% over 15 column volume, gave methyl 6-chloro-4-(methylamino)nicotinate (278 mg, 1.386 mmol, 71.... Reactants: CN (Methylamine), O (water), ClC1=CC(=NC=C1C(=O)OC)Cl (methyl 4,6-dichloronicotinate). Product: ClC1=NC=C(C(=O)OC)C(=C1)NC (methyl 6-chloro-4-(methylamino)nicotinate). Run at temperature 0 celsius, time 30 minute. The solvent is CC#N (MeCN). Yield: 71.4%. Reaction SMILES: [CH3:1][NH2:2].O.Cl[C:5]1[C:10]([C:11]([O:13][CH3:14])=[O:12])=[CH:9][N:8]=[C:7]([Cl:15])[CH:6]=1>CC#N>[Cl:15][C:7]1[CH:6]=[C:5]([NH:2][CH3:1])[C:10]([C:11]([O:13][CH3:14])=[O:12])=[CH:9][N:8]=1. The solvent is S(O)(O)(=O)=O (sulfuric acid). Starting materials: [N+](=O)([O-])[O-].[K+] (potassium nitrate), C(#N)CC1=NC2=C(N1)C=CC=C2C(=O)OC (methyl 2-(cyanomethyl)-1H-benzimidazole-4-carboxylate), [OH-].[Na+] (sodium hydroxide). As a reaction SMILES: [N+:1]([O-:4])([O-])=[O:2].[K+].[C:6]([CH2:8][C:9]1[NH:13][C:12]2[CH:14]=[CH:15][CH:16]=[C:17]([C:18]([O:20][CH3:21])=[O:19])[C:11]=2[N:10]=1)#[N:7].[OH-:22].[Na+]>S(=O)(=O)(O)O>[NH2:7][C:6](=[O:22])[CH2:8][C:9]1[NH:13][C:12]2[CH:14]=[C:15]([N+:1]([O-:4])=[O:2])[CH:16]=[C:17]([C:18]([O:20][CH3:21])=[O:19])[C:11]=2[N:10]=1 |f:0.1,3.4|. Conditions: time 5 hour. The product is NC(CC1=NC2=C(N1)C=C(C=C2C(=O)OC)[N+](=O)[O-])=O (Methyl 2-(2-amino-2-oxoethyl)-6-nitro-1H-benzimidazole-4-carboxylate). Procedure details: Under ice-cooling, potassium nitrate (117 mg) was added slowly portion-wise to a stirring solution of methyl 2-(cyanomethyl)-1H-benzimidazole-4-carboxylate (prepared as described in EP1479681) (226 mg) in conc. sulfuric acid (5 mL), and the mixture was stirred at room temperature for 5 hours. The reaction mixture was poured into ice, and alkalified with 3N aqueous sodium hydroxide solution, and extracted with ethyl acetate. The ethyl acetate layer was washed sequentially with water and brine, dr... Starting materials: COC(=O)C1=C(C=2N(N(C1=O)CC1=CC=C(C=C1)C(F)(F)F)C=C(C2)Br)O (6-bromo-4-hydroxy-2-oxo-1-(4-trifluoromethyl-benzyl)-1,2-dihydro-pyrrolo[1,2-b]pyridazine-3-carboxylic acid methyl ester), C1(=CC=CC=C1)B(O)O (phenyl boronic acid), PEPPSI-IPr, C([O-])([O-])=O.[Na+].[Na+] (sodium carbonate). Solvent: CC(=O)N(C)C (DMA), CCOC(=O)C (EtOAc). Run at temperature 120 celsius. Yields the product COC(=O)C1=C(C=2N(N(C1=O)CC1=CC=C(C=C1)C(F)(F)F)C=C(C2)C2=CC=CC=C2)O (4-Hydroxy-2-oxo-6-phenyl-1-(4-trifluoromethyl-benzyl)-1,2-dihydro-pyrrolo[1,2-b]pyridazine-3-carboxylic acid methyl ester). Isolated yield 13.3%. As a reaction SMILES: [CH3:1][O:2][C:3]([C:5]1[C:10](=[O:11])[N:9]([CH2:12][C:13]2[CH:18]=[CH:17][C:16]([C:19]([F:22])([F:21])[F:20])=[CH:15][CH:14]=2)[N:8]2[CH:23]=[C:24](Br)[CH:25]=[C:7]2[C:6]=1[OH:27])=[O:4].[C:28]1(B(O)O)[CH:33]=[CH:32][CH:31]=[CH:30][CH:29]=1.C(=O)([O-])[O-].[Na+].[Na+]>CC(N(C)C)=O.CCOC(C)=O>[CH3:1][O:2][C:3]([C:5]1[C:10](=[O:11])[N:9]([CH2:12][C:13]2[CH:18]=[CH:17][C:16]([C:19]([F:22])([F:21])[F:20])=[CH:15][CH:14]=2)[N:8]2[CH:23]=[C:24]([C:28]3[CH:33]=[CH:32][CH:31]=[CH:30][CH:29]=3)[CH:25]=[C:7]2[C:6]=1[OH:27])=[O:4] |f:2.3.4|. Reported procedure: A mixture of 6-bromo-4-hydroxy-2-oxo-1-(4-trifluoromethyl-benzyl)-1,2-dihydro-pyrrolo[1,2-b]pyridazine-3-carboxylic acid methyl ester (446 mg), phenyl boronic acid (366 mg), PEPPSI-IPr (34 mg; Total Synthesis Ltd./Sigma-Aldrich), and sodium carbonate solution (1.0 mL, 2 M in water) in DMA (10 mL) was heated at 120° C. for 5 h; the mixture was then cooled, diluted with EtOAc, washed with water, diluted HCl solution and sat. NaCl solution respectively; subsequently, the organic phase was dried ove... Starting materials: C(C)(=O)OCC (ethyl acetate), [H-].[Na+] (Sodium hydride), N=1N=CN(C1)NC1=CC=C(C#N)C=C1 (4-([1,2,4]triazol-4-ylamino)-benzonitrile), BrCCCSC1=CC=C(C=C1)OCC1=CC=CC=C1 (1-bromo-3-(4-benzyloxy-phenylsulfanyl)-propane). Solvent: CN(C)C=O (DMF). Reaction conditions: temperature 50 celsius, time 30 minute. Yields the product C(C1=CC=CC=C1)OC1=CC=C(C=C1)SCCCN(C1=CC=C(C#N)C=C1)N1C=NN=C1 (4-{[3-(4-Benzyloxy-phenylsulfanyl)-propyl]-[1,2,4]triazol-4-yl-amino}-benzonitrile). RXN SMILES: [H-].[Na+].[N:3]1[N:4]=[CH:5][N:6]([NH:8][C:9]2[CH:16]=[CH:15][C:12]([C:13]#[N:14])=[CH:11][CH:10]=2)[CH:7]=1.Br[CH2:18][CH2:19][CH2:20][S:21][C:22]1[CH:27]=[CH:26][C:25]([O:28][CH2:29][C:30]2[CH:35]=[CH:34][CH:33]=[CH:32][CH:31]=2)=[CH:24][CH:23]=1.C(OCC)(=O)C>CN(C=O)C>[CH2:29]([O:28][C:25]1[CH:24]=[CH:23][C:22]([S:21][CH2:20][CH2:19][CH2:18][N:8]([N:6]2[CH:5]=[N:4][N:3]=[CH:7]2)[C:9]2[CH:10]=[CH:11][C:12]([C:13]#[N:14])=[CH:15][CH:16]=2)=[CH:27][CH:26]=1)[C:30]1[CH:31]=[CH:32][CH:33]=[CH:34][CH:35]=1 |f:0.1|. Procedure: Sodium hydride (60%, 200 mg, 5.0 mmol) was added to a solution of 4-([1,2,4]triazol-4-ylamino)-benzonitrile (926 mg, 5.0 mmol) in DMF (10 mL) at 0° C. The mixture was stirred for 30 min at 50° C., cooled to room temperature and 1-bromo-3-(4-benzyloxy-phenylsulfanyl)-propane (CAB02037, 1.686 g, 5.0 mmol) was added. The reaction mixture was stirred for 15 h and ethyl acetate (100 mL) was added. The mixture was transferred into a separation funnel and extracted with water (2×50 mL) and brine (20 mL... Reactants: CCN1CCCC(=O)C1, CN, CO, [H][H], O=[Pt]=O. Product: CCN1CCCC(NC)C1. Reaction SMILES: [CH2:3]([CH3:4])[N:5]1[CH2:6][C:7](=[O:11])[CH2:8][CH2:9][CH2:10]1.[CH3:12][NH2:13].[CH3:17][OH:18].[H:1][H:2].[Pt:14](=[O:15])=[O:16]>>[CH2:3]([CH3:4])[N:5]1[CH2:6][CH:7]([NH:13][CH3:12])[CH2:8][CH2:9][CH2:10]1. Reactants: CC(C)(C)[O-], [Cl-], Cl, COC(=O)c1cc(S(C)(=O)=O)c(N2CC(c3ccc(F)cc3)CS2(=O)=O)cc1C, [K+], NC(N)=[NH2+], CN(C)C=O, O. Product: Cc1cc(N2CC(c3ccc(F)cc3)CS2(=O)=O)c(S(C)(=O)=O)cc1C(=O)NC(=N)N. Reaction SMILES: [CH3:1][C:2]([CH3:3])([O-:4])[CH3:5].[Cl-:7].[ClH:41].[F:12][c:13]1[cH:14][cH:15][c:16]([CH:19]2[CH2:20][N:21]([c:26]3[cH:27][c:28]([CH3:40])[c:29]([C:30](=[O:31])[O:32][CH3:33])[cH:34][c:35]3[S:36](=[O:37])(=[O:38])[CH3:39])[S:22](=[O:24])(=[O:25])[CH2:23]2)[cH:17][cH:18]1.[K+:6].[NH2:8][C:9]([NH2:10])=[NH2+:11].[O:42]=[CH:43][N:44]([CH3:45])[CH3:46].[OH2:47]>>[NH:8]=[C:9]([NH2:10])[NH:11][C:30]([c:29]1[c:28]([CH3:40])[cH:27][c:26]([N:21]2[CH2:20][CH:19]([c:16]3[cH:15][cH:14][c:13]([F:12])[cH:18][cH:17]3)[CH2:23][S:22]2(=[O:24])=[O:25])[c:35]([S:36](=[O:37])(=[O:38])[CH3:39])[cH:34]1)=[O:31]. Starting materials: OO (hydrogen peroxide), C1=CC=CC=2C(C3=CC=CC=C3C(C12)=O)=O (anthraquinone), C1=CC=CC=2C(C3=CC=CC=C3C(C12)=O)=O (anthraquinone), [H][H] (hydrogen), C1=CC=CC=2C(C3=CC=CC=C3C(C12)=O)=O (anthraquinone). The product is C1=CC=C2C(=C1)C(=C3C=CC=CC3=C2O)O (anthrahydroquinone). As a reaction SMILES: OO.[H][H].[CH:5]1[C:18]2[C:17](=[O:19])[C:16]3[C:11](=[CH:12][CH:13]=[CH:14][CH:15]=3)[C:10](=[O:20])[C:9]=2[CH:8]=[CH:7][CH:6]=1>>[CH:14]1[CH:15]=[C:16]2[C:17]([OH:19])=[C:18]3[C:9](=[C:10]([OH:20])[C:11]2=[CH:12][CH:13]=1)[CH:8]=[CH:7][CH:6]=[CH:5]3. Procedure: An anthraquinone process is known as an industrial hydrogen peroxide production process. In this process, an anthraquinone compound is dissolved in an organic solvent to obtain a working solution, and in a hydrogenation step the anthraquinone compound is reduced with hydrogen in the presence of a hydrogenation catalyst so as to produce an anthrahydroquinone compound. Next, in an oxidation step the anthrahydroquinone compound is converted back into the anthraquinone compound, with hydrogen peroxi...